describe an organic reaction: reactants, conditions, products, and yield From a dataset of the Open Reaction Database (ORD), a public repository of structured organic reaction records. The reactants are Cc1ccccc1, O=[N+]([O-])c1cccnc1Cl, Nc1ccccc1, [Na+], [Na+], O=C([O-])[O-]. Product: O=[N+]([O-])c1cccnc1Nc1ccccc1. As a reaction SMILES: [CH3:24][c:25]1[cH:26][cH:27][cH:28][cH:29][cH:30]1.[Cl:1][c:2]1[n:3][cH:4][cH:5][cH:6][c:7]1[N+:8](=[O:9])[O-:10].[NH2:11][c:12]1[cH:13][cH:14][cH:15][cH:16][cH:17]1.[Na+:18].[Na+:19].[O-:20][C:21](=[O:22])[O-:23]>>[c:2]1([NH:11][c:12]2[cH:13][cH:14][cH:15][cH:16][cH:17]2)[n:3][cH:4][cH:5][cH:6][c:7]1[N+:8](=[O:9])[O-:10].